This data is from the Open Reaction Database (ORD), a public repository of structured organic reaction records. The task is: describe an organic reaction: reactants, conditions, products, and yield As a reaction SMILES: [SH:1][CH2:2][CH2:3][NH:4][C:5]([NH:10][CH3:11])=[CH:6][N+:7]([O-:9])=[O:8].[CH3:12][N:13]([CH2:15][C:16]1[O:20][C:19]([CH2:21]O)=[CH:18][CH:17]=1)[CH3:14]>Cl.O.C(=O)([O-])[O-].[K+].[K+]>[CH3:12][N:13]([CH2:15][C:16]1[O:20][C:19]([CH2:21][S:1][CH2:2][CH2:3][NH:4][C:5]([NH:10][CH3:11])=[CH:6][N+:7]([O-:9])=[O:8])=[CH:18][CH:17]=1)[CH3:14] |f:4.5.6|. Product: CN(C)CC1=CC=C(O1)CSCCNC(=C[N+](=O)[O-])NC (N-[2-[[[5-(Dimethylamino)methyl-2-furanyl]methyl]thio]ethyl]-N'-methyl-2-nitro-1,1-ethenediamine). Reaction conditions: time 7 day. Solvent: O (water), C([O-])([O-])=O.[K+].[K+] (potassium carbonate), Cl (hydrochloric acid). Procedure details: N-(2-Mercaptoethyl)-N'-methyl-2-nitro-1,1-ethenediamine (354 mg) in concentrated hydrochloric acid (2 ml) was added dropwise to 5-(dimethylamino)methyl-2-furanmethanol (428 mg) at 0°. After standing at 0° for 7 days the reaction was diluted with water (3 ml), excess potassium carbonate was added and the solid extracted with ethyl acetate (50 ml). Reactants: SCCNC(=C[N+](=O)[O-])NC (N-(2-Mercaptoethyl)-N'-methyl-2-nitro-1,1-ethenediamine), CN(C)CC1=CC=C(O1)CO (5-(dimethylamino)methyl-2-furanmethanol). Starting materials: intermediate 19, CS(=O)(=O)C1=C(C=CC=C1)O (2-methanesulfonyl-phenol), COC(C(CC1CCCC1)Br)=O (2-bromo-3-cyclopentyl-propionic acid methyl ester), ClC=1C(N(N=CC1Cl)C1OCCCC1)=O (4,5-dichloro-2-(tetrahydropyran-2-yl)-2H-pyridazin-3-one), ClC=1C(N(N=CC1Cl)C1OCCCC1)=O (4,5-dichloro-2-(tetrahydropyran-2-yl)-2H-pyridazin-3-one), COC(C(CC1CCCC1)Br)=O (2-bromo-3-cyclopentyl-propionic acid methyl ester). Product: C1(CCCC1)CC(C(=O)O)N1N=CC(=CC1=O)OC1=C(C=CC=C1)S(=O)(=O)C (3-cyclopentyl-2-[4-(2-methanesulfonyl-phenoxy)-6-oxo-6H-pyridazin-1-yl]-propionic acid). Yield: 68.0%. RXN SMILES: Cl[C:2]1[C:3](=[O:15])[N:4](C2CCCCO2)[N:5]=[CH:6][C:7]=1Cl.[CH3:16][S:17]([C:20]1[CH:25]=[CH:24][CH:23]=[CH:22][C:21]=1[OH:26])(=[O:19])=[O:18].C[O:28][C:29](=[O:38])[CH:30](Br)[CH2:31][CH:32]1[CH2:36][CH2:35][CH2:34][CH2:33]1>>[CH:32]1([CH2:31][CH:30]([N:4]2[C:3](=[O:15])[CH:2]=[C:7]([O:26][C:21]3[CH:22]=[CH:23][CH:24]=[CH:25][C:20]=3[S:17]([CH3:16])(=[O:18])=[O:19])[CH:6]=[N:5]2)[C:29]([OH:28])=[O:38])[CH2:36][CH2:35][CH2:34][CH2:33]1. Procedure details: In an analogous manner to the stepwise sequence outlined in intermediate 19, starting from 4,5-dichloro-2-(tetrahydropyran-2-yl)-2H-pyridazin-3-one (Intermediate 20) and 2-methanesulfonyl-phenol and alkylating with 2-bromo-3-cyclopentyl-propionic acid methyl ester (Intermediate 10) afforded 3-cyclopentyl-2-[4-(2-methanesulfonyl-phenoxy)-6-oxo-6H-pyridazin-1-yl]-propionic acid (15 g, 68%) as a white solid; LC-MS: [M+H+]=407; HPLC (0.17% trifluoroacetic acid in acetonitrile/water, 50%-100% acetoni... The reactants are FC1=C(C=CC(=C1)F)C=1N=C2N(C=C(C=C2)C=2C=C(C=CC2)CO)C1C ({3-[2-(2,4-difluorophenyl)-3-methylimidazo[1,2-α]pyridin-6-yl]phenyl}methanol), solution, Cl (hydrochloric acid). Procedure details: A solution of 130 mg of {3-[2-(2,4-difluorophenyl)-3-methylimidazo[1,2-α]pyridin-6-yl]phenyl}methanol in dichloromethane and methanol is passed through a frit and 3.7 ml of a 0.1N solution of hydrochloric acid in isopropanol are added to the filtrate. The reaction mixture is then concentrated under reduced pressure. The residue obtained is triturated from diethyl ether and recovered by filtration and then oven-dried under reduced pressure. 128 mg of compound are obtained. The product is Cl.FC1=C(C=CC(=C1)F)C=1N=C2N(C=C(C=C2)C=2C=C(C=CC2)CO)C1C ({3-[2-(2,4-difluorophenyl)-3-methylimidazo[1,2-α]pyridin-6-yl]phenyl}methanol hydrochloride). Reaction SMILES: [F:1][C:2]1[CH:7]=[C:6]([F:8])[CH:5]=[CH:4][C:3]=1[C:9]1[N:10]=[C:11]2[CH:16]=[CH:15][C:14]([C:17]3[CH:18]=[C:19]([CH2:23][OH:24])[CH:20]=[CH:21][CH:22]=3)=[CH:13][N:12]2[C:25]=1[CH3:26].[ClH:27]>ClCCl.CO.C(O)(C)C>[ClH:27].[F:1][C:2]1[CH:7]=[C:6]([F:8])[CH:5]=[CH:4][C:3]=1[C:9]1[N:10]=[C:11]2[CH:16]=[CH:15][C:14]([C:17]3[CH:18]=[C:19]([CH2:23][OH:24])[CH:20]=[CH:21][CH:22]=3)=[CH:13][N:12]2[C:25]=1[CH3:26] |f:5.6|. The solvent is ClCCl (dichloromethane), CO (methanol), C(C)(C)O (isopropanol). The reactants are CO, CCOC(C)=O, CCO, CCOC(C)=O, O=[N+]([O-])c1ccc2nccc(Cl)c2c1, Cl, Cc1cc(Nc2cccc(C(=O)Nc3ccc(N)cc3)c2)nc(N)n1, O. Product: Cl, Cl, Cc1cc(Nc2cccc(C(=O)Nc3ccc(Nc4ccnc5ccc([N+](=O)[O-])cc45)cc3)c2)nc(N)n1. RXN SMILES: [CH3:41][OH:42].[CH3:43][CH2:44][O:45][C:46]([CH3:47])=[O:48].[CH3:49][CH2:50][OH:51].[CH3:53][CH2:54][O:55][C:56]([CH3:57])=[O:58].[Cl:27][c:28]1[cH:29][cH:30][n:31][c:32]2[cH:33][cH:34][c:35]([N+:38](=[O:39])[O-:40])[cH:36][c:37]12.[ClH:1].[NH2:2][c:3]1[n:4][c:5]([CH3:26])[cH:6][c:7]([NH:9][c:10]2[cH:11][c:12]([C:13](=[O:14])[NH:15][c:16]3[cH:17][cH:18][c:19]([NH2:22])[cH:20][cH:21]3)[cH:23][cH:24][cH:25]2)[n:8]1.[OH2:52]>>[ClH:1].[ClH:27].[NH2:2][c:3]1[n:4][c:5]([CH3:26])[cH:6][c:7]([NH:9][c:10]2[cH:11][c:12]([C:13](=[O:14])[NH:15][c:16]3[cH:17][cH:18][c:19]([NH:22][c:28]4[cH:29][cH:30][n:31][c:32]5[cH:33][cH:34][c:35]([N+:38](=[O:39])[O-:40])[cH:36][c:37]45)[cH:20][cH:21]3)[cH:23][cH:24][cH:25]2)[n:8]1.